This data is from the Open Reaction Database (ORD), a public repository of structured organic reaction records. The task is: describe an organic reaction: reactants, conditions, products, and yield Reactants: CC(C)=O, COc1ccc(Cc2nc3cc(Cl)cc(CC=O)c3o2)cc1OC1CCCC1. The product is COc1ccc(Cc2nc3cc(Cl)cc(CC(=O)O)c3o2)cc1OC1CCCC1. As a reaction SMILES: [CH3:29][C:30]([CH3:31])=[O:32].[CH:1]1([O:6][c:7]2[cH:8][c:9]([CH2:10][c:11]3[o:12][c:13]4[c:14]([n:15]3)[cH:16][c:17]([Cl:23])[cH:18][c:19]4[CH2:20][CH:21]=[O:22])[cH:24][cH:25][c:26]2[O:27][CH3:28])[CH2:2][CH2:3][CH2:4][CH2:5]1>>[CH:1]1([O:6][c:7]2[cH:8][c:9]([CH2:10][c:11]3[o:12][c:13]4[c:14]([n:15]3)[cH:16][c:17]([Cl:23])[cH:18][c:19]4[CH2:20][C:21](=[O:22])[OH:32])[cH:24][cH:25][c:26]2[O:27][CH3:28])[CH2:2][CH2:3][CH2:4][CH2:5]1.